From a dataset of the Open Reaction Database (ORD), a public repository of structured organic reaction records. describe an organic reaction: reactants, conditions, products, and yield As a reaction SMILES: [NH2-].[Na+].[C:3]1([CH2:13][C:14]#[N:15])[C:12]2[C:7](=[CH:8][CH:9]=[CH:10][CH:11]=2)[CH:6]=[CH:5][CH:4]=1.[CH2:16]([CH:23]1[CH2:28][CH2:27][N:26]([CH2:29][CH2:30]Cl)[CH2:25][CH2:24]1)[C:17]1[CH:22]=[CH:21][CH:20]=[CH:19][CH:18]=1.O>CCOCC>[CH2:16]([CH:23]1[CH2:28][CH2:27][N:26]([CH2:29][CH2:30][CH:13]([C:3]2[C:12]3[C:7](=[CH:8][CH:9]=[CH:10][CH:11]=3)[CH:6]=[CH:5][CH:4]=2)[C:14]#[N:15])[CH2:25][CH2:24]1)[C:17]1[CH:22]=[CH:21][CH:20]=[CH:19][CH:18]=1 |f:0.1|. Product: C(C1=CC=CC=C1)C1CCN(CC1)CCC(C#N)C1=CC=CC2=CC=CC=C12 (4-(4-Benzylpiperidino)-2-(naphth-1-yl)butyronitrile). Reactants: O (water), [NH2-].[Na+] (sodium amide), C1(=CC=CC2=CC=CC=C12)CC#N (naphth-1-ylacetonitrile), C(C1=CC=CC=C1)C1CCN(CC1)CCCl (2-(4-benzylpiperidino)chloroethane). Reported procedure: 2 g of sodium amide are added in small portions to a solution of naphth-1-ylacetonitrile in 150 ml of anhydrous ether and the mixture is refluxed for 5 hours. 11.8 g of 2-(4-benzylpiperidino)chloroethane are then added and the mixture is refluxed again for 3.5 hours. 200 ml of water are added and the organic phase is decanted and extracted with 300 ml of 10% hydrochloric acid. The aqueous phase is washed with ether, neutralized with 30% sodium hydroxide and extracted with ether. The organic phas... Solvent: CCOCC (ether).